This data is from the Open Reaction Database (ORD), a public repository of structured organic reaction records. The task is: describe an organic reaction: reactants, conditions, products, and yield The reactants are O=C([O-])[O-], CN(C)C=O, CCOC(C)=O, Cc1c(Cl)cccc1C(=O)O, CI, [K+], [K+], O. The product is COC(=O)c1cccc(Cl)c1C. As a reaction SMILES: [C:14](=[O:15])([O-:16])[O-:17].[CH3:20][N:21]([CH3:22])[CH:23]=[O:24].[CH3:25][CH2:26][O:27][C:28](=[O:29])[CH3:30].[Cl:3][c:4]1[c:5]([CH3:13])[c:6]([C:7](=[O:8])[OH:9])[cH:10][cH:11][cH:12]1.[I:1][CH3:2].[K+:18].[K+:19].[OH2:31]>>[Cl:3][c:4]1[c:5]([CH3:13])[c:6]([C:7](=[O:8])[O:9][CH3:14])[cH:10][cH:11][cH:12]1. Reactants: NC1=C(C(=C(C(=O)OCC)C=C1)F)C (ethyl 4-amino-2-fluoro-3-methylbenzoate), [OH-].[Na+] (sodium hydroxide), Cl (hydrochloric acid). Run in C(C)O (ethanol). Product: NC1=C(C(=C(C(=O)O)C=C1)F)C (4-amino-2-fluoro-3-methylbenzoic acid). Yield: 98.3%. As a reaction SMILES: [NH2:1][C:2]1[CH:12]=[CH:11][C:5]([C:6]([O:8]CC)=[O:7])=[C:4]([F:13])[C:3]=1[CH3:14].[OH-].[Na+].Cl>C(O)C>[NH2:1][C:2]1[CH:12]=[CH:11][C:5]([C:6]([OH:8])=[O:7])=[C:4]([F:13])[C:3]=1[CH3:14] |f:1.2|. Procedure details: In 7 ml of ethanol was suspended 0.70 g of ethyl 4-amino-2-fluoro-3-methylbenzoate, followed by adding thereto 7 ml of lN sodium hydroxide, and the resulting mixture was stirred at 40° C. for 4 hours. To the reaction mixture was added 1.2 ml of 6N hydrochloric acid, followed by extraction with 50 ml of ethyl acetate. The extract solution was washed with a saturated aqueous sodium chloride solution, dried over anhydrous magnesium sulfate, and then distilled under reduced pressure to remove the so... Yields the product N#Cc1ccc(C(=O)Nc2ccc(N3CCS(=O)CC3)cc2N2CCCCC2)o1. RXN SMILES: [I+3:29]([O-:30])([O-:31])([O-:32])[O-:33].[N:1]1([c:7]2[c:8]([NH:19][C:20](=[O:21])[c:22]3[o:23][c:24]([C:27]#[N:28])[cH:25][cH:26]3)[cH:9][cH:10][c:11]([N:13]3[CH2:14][CH2:15][S:16][CH2:17][CH2:18]3)[cH:12]2)[CH2:2][CH2:3][CH2:4][CH2:5][CH2:6]1.[Na+:34].[OH2:35]>>[N:1]1([c:7]2[c:8]([NH:19][C:20](=[O:21])[c:22]3[o:23][c:24]([C:27]#[N:28])[cH:25][cH:26]3)[cH:9][cH:10][c:11]([N:13]3[CH2:14][CH2:15][S:16](=[O:30])[CH2:17][CH2:18]3)[cH:12]2)[CH2:2][CH2:3][CH2:4][CH2:5][CH2:6]1. The reactants are [O-][I+3]([O-])([O-])[O-], N#Cc1ccc(C(=O)Nc2ccc(N3CCSCC3)cc2N2CCCCC2)o1, [Na+], O. Starting materials: [BH4-].[Na+] (sodium borohydride), C(#N)C=1SC=C(C1)C=O (2-cyano-4-formylthiophene). The solvent is C(C)O (ethanol). Reaction conditions: time 2 hour. Yields the product C(#N)C=1SC=C(C1)CO (2-Cyano-4-hydroxymethylthiophene). The yield is 91.5%. RXN SMILES: [BH4-].[Na+].[C:3]([C:5]1[S:6][CH:7]=[C:8]([CH:10]=[O:11])[CH:9]=1)#[N:4]>C(O)C>[C:3]([C:5]1[S:6][CH:7]=[C:8]([CH2:10][OH:11])[CH:9]=1)#[N:4] |f:0.1|. Procedure details: 3.47 g (91.8 mmol) of sodium borohydride were added, a little at a time, to a suspension of 12.6 g (91.8 mmol) of 2-cyano-4-formylthiophene in 200 ml of ethanol and stirred at room temperature for 2 hours, during which process the reaction mixture slowly formed a clear solution. After concentration in vacuo, the residue was taken up in ethyl acetate, washed in succession with saturated sodium chloride solution, 5% strength citric acid and saturated sodium chloride solution, and the organic phase... The reactants are BrC1=C2C=CC=C(C2=CC2=CC=CC=C12)C(=O)O (10-Bromo-1-anthracenecarboxylic acid), 2C. The solvent is C1CCOC1 (THF). Product: BrC1=C2C=CC=C(C2=CC2=CC=CC=C12)CO ((10-bromo-1-anthryl)methanol). Reaction SMILES: [Br:1][C:2]1[C:15]2[C:10](=[CH:11][CH:12]=[CH:13][CH:14]=2)[CH:9]=[C:8]2[C:3]=1[CH:4]=[CH:5][CH:6]=[C:7]2[C:16](O)=[O:17]>C1COCC1>[Br:1][C:2]1[C:15]2[C:10](=[CH:11][CH:12]=[CH:13][CH:14]=2)[CH:9]=[C:8]2[C:3]=1[CH:4]=[CH:5][CH:6]=[C:7]2[CH2:16][OH:17]. Reported procedure: 10-Bromo-1-anthracenecarboxylic acid made from example 2B by the procedure of E. Barnett, J. W. Cook, and H. H. Grainger, Ber. 57 B, 1775 (1924), was reduced with BH3 in THF by the procedure outlined in 2C to give (10-bromo-1-anthryl)methanol mp 125°-127°, (EtOAc/hexane), (C, H, Br). Solvent: CO (Methanol), CS(=O)C (DMSO), O1CCCC1 (Tetrahydrofuran). As a reaction SMILES: [Cl:1][C:2]1[C:3]([CH3:32])=[C:4]([CH2:8][N:9]2[C:13]3[CH:14]=[C:15]([N:22]4[CH2:27][CH2:26][O:25][CH2:24][CH2:23]4)[CH:16]=[C:17]([C:18]([O:20]C)=[O:19])[C:12]=3[N:11]=[C:10]2[C:28]([F:31])([F:30])[F:29])[CH:5]=[CH:6][CH:7]=1.[OH-].[Na+].Cl>CO.O1CCCC1.CS(C)=O>[Cl:1][C:2]1[C:3]([CH3:32])=[C:4]([CH2:8][N:9]2[C:13]3[CH:14]=[C:15]([N:22]4[CH2:23][CH2:24][O:25][CH2:26][CH2:27]4)[CH:16]=[C:17]([C:18]([OH:20])=[O:19])[C:12]=3[N:11]=[C:10]2[C:28]([F:31])([F:29])[F:30])[CH:5]=[CH:6][CH:7]=1 |f:1.2|. Starting materials: ClC=1C(=C(C=CC1)CN1C(=NC2=C1C=C(C=C2C(=O)OC)N2CCOCC2)C(F)(F)F)C (methyl 1-[(3-chloro-2-methylphenyl)methyl]-6-(4-morpholinyl)-2-(trifluoromethyl)-1H-benzimidazole-4-carboxylate), Cl (HCl), Example 49, [OH-].[Na+] (sodium hydroxide). Procedure details: A suspension of methyl 1-[(3-chloro-2-methylphenyl)methyl]-6-(4-morpholinyl)-2-(trifluoromethyl)-1H-benzimidazole-4-carboxylate, prepared as described in Example 49 (1.09 g, 2.330 mmol) in Methanol (12 mL) and Tetrahydrofuran (THF) (4 mL) was treated with 1 M aq. sodium hydroxide (12 mL, 12.00 mmol) and stirred at 70° C. for 1.5 h (mixture turned homogeneous). The reaction was cooled to room temperature, the volume reduced to half and the residue was acidified (pH 4) by the addition of 1 N HCl. ... Yields the product ClC=1C(=C(C=CC1)CN1C(=NC2=C1C=C(C=C2C(=O)O)N2CCOCC2)C(F)(F)F)C (1-[(3-chloro-2-methylphenyl)methyl]-6-(4-morpholinyl)-2-(trifluoromethyl)-1H-benzimidazole-4-carboxylic acid). Conditions: temperature 70 celsius, time 1.5 hour.